Dataset: the Open Reaction Database (ORD), a public repository of structured organic reaction records. Task: describe an organic reaction: reactants, conditions, products, and yield The reactants are Cc1ccccc1, CSc1ccc(C(=O)C(C(=O)OC(C)(C)C)C(=O)C2CC2)c2c1OC(F)(F)O2, Cc1ccc(S(=O)(=O)O)cc1. The product is CSc1ccc(C(=O)CC(=O)C2CC2)c2c1OC(F)(F)O2. Reaction SMILES: [CH3:40][c:41]1[cH:42][cH:43][cH:44][cH:45][cH:46]1.[CH:1]1([C:4]([CH:5]([C:6](=[O:7])[c:8]2[cH:9][cH:10][c:11]([S:19][CH3:20])[c:12]3[c:16]2[O:15][C:14]([F:17])([F:18])[O:13]3)[C:21]([O:22][C:23]([CH3:24])([CH3:25])[CH3:26])=[O:27])=[O:28])[CH2:2][CH2:3]1.[c:29]1([CH3:30])[cH:31][cH:32][c:33]([S:34]([OH:35])(=[O:36])=[O:37])[cH:38][cH:39]1>>[CH:1]1([C:4]([CH2:5][C:6](=[O:7])[c:8]2[cH:9][cH:10][c:11]([S:19][CH3:20])[c:12]3[c:16]2[O:15][C:14]([F:17])([F:18])[O:13]3)=[O:28])[CH2:2][CH2:3]1. RXN SMILES: [CH2:1]([N:4]([CH2:48][CH2:49][CH3:50])[CH2:5][CH2:6][CH2:7][CH2:8][NH:9][CH2:10][C:11]1[CH:47]=[CH:46][C:14]([C:15]([N:17]([CH2:32][C:33]2[N:34](COCC[Si](C)(C)C)[CH:35]=[CH:36][N:37]=2)[CH2:18][C:19]2[N:20](COCC[Si](C)(C)C)[CH:21]=[CH:22][N:23]=2)=[O:16])=[CH:13][CH:12]=1)[CH2:2][CH3:3].[OH-].[Na+]>CO.Cl>[CH2:48]([N:4]([CH2:1][CH2:2][CH3:3])[CH2:5][CH2:6][CH2:7][CH2:8][NH:9][CH2:10][C:11]1[CH:12]=[CH:13][C:14]([C:15]([N:17]([CH2:32][C:33]2[NH:34][CH:35]=[CH:36][N:37]=2)[CH2:18][C:19]2[NH:23][CH:22]=[CH:21][N:20]=2)=[O:16])=[CH:46][CH:47]=1)[CH2:49][CH3:50] |f:1.2|. Starting materials: C(CC)N(CCCCNCC1=CC=C(C(=O)N(CC=2N(C=CN2)COCC[Si](C)(C)C)CC=2N(C=CN2)COCC[Si](C)(C)C)C=C1)CCC (4-({[4-(dipropylamino)butyl]amino}methyl)-N,N-bis[(1-{[2-(trimethylsilyl)ethoxy]methyl}-1H-imidazol-2-yl)methyl]benzamide), [OH-].[Na+] (sodium hydroxide). The product is C(CC)N(CCCCNCC1=CC=C(C(=O)N(CC=2NC=CN2)CC=2NC=CN2)C=C1)CCC (4-({[4-(dipropylamino)butyl]amino}methyl)-N,N-bis(1H-imidazol-2-ylmethyl)benzamide). Run in CO (methanol), Cl (hydrochloric acid). Reported procedure: To a solution of the compound 9 in methanol (2 mL), concentrated hydrochloric acid (2 mL) was added. The reaction mixture was stirred at 80° C. for 5 hours. The reaction mixture was added by an aqueous 5N sodium hydroxide solution and then extracted with dichloromethane. The extract was washed with saturated brine, dried over anhydrous sodium sulfate and then concentrated. The obtained residue was purified by silica gel column chromatography (dichloromethane:methanol:28% ammonia water=80:10:1→80... Conditions: temperature 80 celsius, time 5 hour.